Task: describe an organic reaction: reactants, conditions, products, and yield. Dataset: the Open Reaction Database (ORD), a public repository of structured organic reaction records The reactants are B(Br)(Br)Br (boron tribromide), COC1=CC=C(C=C1)C1=C(C=2C=CC=C3C2N1CC(O3)CCN3CCN(CC3)C3=NC=CC(=C3)C)C (2,3-Dihydro-5-(4-methoxyphenyl)-6-methyl-2-[2-(4-(4methylpyridin-2-yl)piperazin-1-yl)ethyl]pyrrolo[1,2,3-de]-1,4-benzoxazine), CO (methanol). Solvent: ClCCl (dichloromethane). Reaction conditions: time 3 hour. Product: OC1=CC=C(C=C1)C1=C(C=2C=CC=C3C2N1CC(O3)CCN3CCN(CC3)C3=NC=CC(=C3)C)C (2,3-dihydro-5-(4-hydroxyphenyl)-6-methyl-2-[2-(4-(4-methylpyridin-2-yl)piperazin-1-yl)ethyl]pyrrolo[1,2,3-de]-1,4-benzoxazine). Isolated yield 81.3%. RXN SMILES: C[O:2][C:3]1[CH:8]=[CH:7][C:6]([C:9]2[N:17]3[CH2:18][CH:19]([CH2:21][CH2:22][N:23]4[CH2:28][CH2:27][N:26]([C:29]5[CH:34]=[C:33]([CH3:35])[CH:32]=[CH:31][N:30]=5)[CH2:25][CH2:24]4)[O:20][C:15]4[C:16]3=[C:11]([CH:12]=[CH:13][CH:14]=4)[C:10]=2[CH3:36])=[CH:5][CH:4]=1.B(Br)(Br)Br.CO>ClCCl>[OH:2][C:3]1[CH:4]=[CH:5][C:6]([C:9]2[N:17]3[CH2:18][CH:19]([CH2:21][CH2:22][N:23]4[CH2:24][CH2:25][N:26]([C:29]5[CH:34]=[C:33]([CH3:35])[CH:32]=[CH:31][N:30]=5)[CH2:27][CH2:28]4)[O:20][C:15]4[C:16]3=[C:11]([CH:12]=[CH:13][CH:14]=4)[C:10]=2[CH3:36])=[CH:7][CH:8]=1. Procedure: 1.9 g of 2,3-dihydro-5-(4-methoxyphenyl)-6-methyl-2-[2-(4-(4-methylpyridin-2-yl)piperazin-1-yl)ethyl]pyrrolo[1,2,3-de]-1,4-benzoxazine (Preparation see Example 1) were dissolved in 5 ml of anhydrous dichloromethane under a nitrogen atmosphere. The solution was cooled to 0° to 5° C. and 1.5 g of boron tribromide were then added all at once. The reaction mixture was subsequently stirred for 3 hours at room temperature. The reaction mixture was then again cooled to 0° to 5° C. and 10 ml of methanol... Starting materials: O=C1C2CC3(CC(CC1C3)C2)C(=O)N (4-oxoadamantane-1-carboxylic acid amide), N (NH3), [H][H] (hydrogen). Reagents/catalysts: [Pd] (palladium). The solvent is CO (MeOH), O (water). Reaction conditions: time 18 hour. Product: NC1C2CC3(CC(CC1C3)C2)C(=O)N (4-aminoadamantane-1-carboxylic acid amide). As a reaction SMILES: O=[C:2]1[CH:9]2[CH2:10][C:5]3([C:12]([NH2:14])=[O:13])[CH2:6][CH:7]([CH2:11][CH:3]1[CH2:4]3)[CH2:8]2.[NH3:15].[H][H]>CO.[Pd].O>[NH2:15][CH:2]1[CH:9]2[CH2:10][C:5]3([C:12]([NH2:14])=[O:13])[CH2:6][CH:7]([CH2:11][CH:3]1[CH2:4]3)[CH2:8]2. Procedure details: 26 g of 4-oxoadamantane-1-carboxamide (2) was put into a sealed container and 190 mL of 7N NH3 dissolved in MeOH was added thereto. Then, 1 g of a palladium catalyst (10 wt % Pd/C) was put into the reactor, and the reactor was filled with a nitrogen gas and the reactants were stirred for 18 hours. After the nitrogen gas was completely replaced with a hydrogen gas, the reactants were stirred for 24 hours and then filtered and distilled under a reduced pressure to provide a solid product. This sol...